From a dataset of the Open Reaction Database (ORD), a public repository of structured organic reaction records. describe an organic reaction: reactants, conditions, products, and yield Starting materials: Brc1ccccc1, Cc1cc(O)c2cc(C)c(-c3ccc(Cl)cc3Cl)n2n1, ClC(Cl)Cl, [Na+], O=C([O-])O, BrP(Br)Br. Product: Cc1cc(Br)c2cc(C)c(-c3ccc(Cl)cc3Cl)n2n1. As a reaction SMILES: [Br:30][c:31]1[cH:32][cH:33][cH:34][cH:35][cH:36]1.[Cl:1][c:2]1[c:3](-[c:9]2[c:10]([CH3:20])[cH:11][c:12]3[n:13]2[n:14][c:15]([CH3:19])[cH:16][c:17]3[OH:18])[cH:4][cH:5][c:6]([Cl:8])[cH:7]1.[Cl:37][CH:38]([Cl:39])[Cl:40].[Na+:29].[O-:25][C:26]([OH:27])=[O:28].[P:21]([Br:22])([Br:23])[Br:24]>>[Cl:1][c:2]1[c:3](-[c:9]2[c:10]([CH3:20])[cH:11][c:12]3[n:13]2[n:14][c:15]([CH3:19])[cH:16][c:17]3[Br:22])[cH:4][cH:5][c:6]([Cl:8])[cH:7]1. Procedure: White solid. MS (ESI): 557.07 (MH+). This example was prepared in analogy to example 1 step C) to D) from 4-(2-methoxy-ethyl)-piperidine-4-carboxylic acid ethyl ester (example 1 step B)), 2-chloro-4-trifluoromethyl-benzenesulfonyl chloride and 4-(trifluoromethoxy)-aniline. Reaction SMILES: C(O[C:4]([C:6]1([CH2:12][CH2:13]OC)[CH2:11][CH2:10][NH:9][CH2:8][CH2:7]1)=[O:5])C.[Cl:16][C:17]1[CH:22]=[C:21]([C:23]([F:26])([F:25])[F:24])[CH:20]=[CH:19][C:18]=1[S:27](Cl)(=[O:29])=[O:28].[F:31][C:32]([F:42])([F:41])[O:33][C:34]1[CH:40]=[CH:39][C:37]([NH2:38])=[CH:36][CH:35]=1>>[Cl:16][C:17]1[CH:22]=[C:21]([C:23]([F:26])([F:25])[F:24])[CH:20]=[CH:19][C:18]=1[S:27]([N:9]1[CH2:8][CH2:7][C:6]2([C:4](=[O:5])[N:38]([C:37]3[CH:39]=[CH:40][C:34]([O:33][C:32]([F:31])([F:41])[F:42])=[CH:35][CH:36]=3)[CH2:13][CH2:12]2)[CH2:11][CH2:10]1)(=[O:29])=[O:28]. The product is ClC1=C(C=CC(=C1)C(F)(F)F)S(=O)(=O)N1CCC2(CCN(C2=O)C2=CC=C(C=C2)OC(F)(F)F)CC1 (8-(2-Chloro-4-trifluoromethyl-benzenesulfonyl)-2-(4-trifluoromethoxy-phenyl)-2,8-diaza-spiro[4.5]decan-1-one). Starting materials: C(C)OC(=O)C1(CCNCC1)CCOC (4-(2-methoxy-ethyl)-piperidine-4-carboxylic acid ethyl ester), ClC1=C(C=CC(=C1)C(F)(F)F)S(=O)(=O)Cl (2-chloro-4-trifluoromethyl-benzenesulfonyl chloride), FC(OC1=CC=C(N)C=C1)(F)F (4-(trifluoromethoxy)-aniline). Starting materials: COC1=CC=C2C=CC=C(C2=C1)CC#N ((7-methoxynaphth-1-yl)acetonitrile), [H][H] (hydrogen), N (ammonia). The reagents and catalysts are [Ni] (Raney nickel). The solvent is C(C)O (ethanol). Product: COC1=CC=C2C=CC=C(C2=C1)CCN (2-(7-Methoxynaphth-1-yl)ethylamine). Reaction SMILES: [CH3:1][O:2][C:3]1[CH:12]=[C:11]2[C:6]([CH:7]=[CH:8][CH:9]=[C:10]2[CH2:13][C:14]#[N:15])=[CH:5][CH:4]=1.N.[H][H]>C(O)C.[Ni]>[CH3:1][O:2][C:3]1[CH:12]=[C:11]2[C:6]([CH:7]=[CH:8][CH:9]=[C:10]2[CH2:13][CH2:14][NH2:15])=[CH:5][CH:4]=1. Procedure details: A solution of (7-methoxynaphth-1-yl)acetonitrile in ethanol saturated with ammonia is placed in an autoclave. Raney nickel and hydrogen are added under 300 atmospheres. Reactants: O=Cc1c[nH]c2ccc(Br)cc12, C1CCOC1, CO, Cc1ccccc1, Cl, NO, O=S(Cl)Cl. Product: N#Cc1c[nH]c2ccc(Br)cc12. Reaction SMILES: [Br:4][c:5]1[cH:6][c:7]2[c:8]([CH:14]=[O:15])[cH:9][nH:10][c:11]2[cH:12][cH:13]1.[CH2:22]1[O:23][CH2:24][CH2:25][CH2:26]1.[CH3:16][OH:17].[CH3:27][c:28]1[cH:29][cH:30][cH:31][cH:32][cH:33]1.[ClH:1].[NH2:2][OH:3].[S:18]([Cl:19])([Cl:20])=[O:21]>>[N:2]#[C:14][c:8]1[c:7]2[cH:6][c:5]([Br:4])[cH:13][cH:12][c:11]2[nH:10][cH:9]1.